From a dataset of the Open Reaction Database (ORD), a public repository of structured organic reaction records. describe an organic reaction: reactants, conditions, products, and yield Starting materials: [O-]Cl, [NH4+], [Na+], [Na+], [OH-], [OH-], O, COc1ccccc1-c1nsc(S)n1. The product is COc1ccccc1-c1nsc(SN)n1. As a reaction SMILES: [Cl:15][O-:16].[NH4+:18].[Na+:17].[Na+:21].[OH-:19].[OH-:20].[OH2:22].[SH:1][c:2]1[n:3][c:4](-[c:7]2[c:8]([O:13][CH3:14])[cH:9][cH:10][cH:11][cH:12]2)[n:5][s:6]1>>[S:1]([c:2]1[n:3][c:4](-[c:7]2[c:8]([O:13][CH3:14])[cH:9][cH:10][cH:11][cH:12]2)[n:5][s:6]1)[NH2:18]. The reactants are CCCCCC, OCc1cc(Cl)c(Cl)s1, O=C1NC(=O)c2ccccc21, CCOC(=O)N=NC(=O)OCC, C1CCOC1, O. The product is O=C1c2ccccc2C(=O)N1Cc1cc(Cl)c(Cl)s1. RXN SMILES: [CH3:39][CH2:40][CH2:41][CH2:42][CH2:43][CH3:44].[Cl:1][c:2]1[cH:3][c:4]([CH2:8][OH:9])[s:5][c:6]1[Cl:7].[O:10]=[C:11]1[NH:12][C:13](=[O:14])[c:15]2[cH:16][cH:17][cH:18][cH:19][c:20]21.[O:21]=[C:22]([O:23][CH2:24][CH3:25])[N:26]=[N:27][C:28]([O:29][CH2:30][CH3:31])=[O:32].[O:34]1[CH2:35][CH2:36][CH2:37][CH2:38]1.[OH2:33]>>[Cl:1][c:2]1[cH:3][c:4]([CH2:8][N:12]2[C:11](=[O:10])[c:20]3[c:15]([cH:16][cH:17][cH:18][cH:19]3)[C:13]2=[O:14])[s:5][c:6]1[Cl:7]. The reactants are O (water), O (Water), BrC1=C(C(=O)O)C=C(C(=C1)OC)OC (2-bromo-4,5-dimethoxybenzoic acid), C([O-])([O-])=O.[Na+].[Na+] (sodium carbonate), resultant mixture, Cl (hydrochloric acid), resultant mixture. The reagents and catalysts are S(=O)(=O)([O-])[O-].[Cu+2] (copper sulfate), O.O.O.O.O.S(=O)(=O)([O-])[O-].[Cu+2] (copper sulfate pentahydrate). Solvent: N1=CC=CC=C1 (pyridine). Reaction conditions: temperature 80 celsius, time 1 hour. Yields the product OC1=C(C(=O)O)C=C(C(=C1)OC)OC (2-hydroxy-4,5-dimethoxybenzoic acid). Isolated yield 99.3%. As a reaction SMILES: O.Br[C:3]1[CH:11]=[C:10]([O:12][CH3:13])[C:9]([O:14][CH3:15])=[CH:8][C:4]=1[C:5]([OH:7])=[O:6].C(=O)([O-])[O-:17].[Na+].[Na+].Cl>S([O-])([O-])(=O)=O.[Cu+2].O.O.O.O.O.S([O-])([O-])(=O)=O.[Cu+2].N1C=CC=CC=1>[OH:17][C:3]1[CH:11]=[C:10]([O:12][CH3:13])[C:9]([O:14][CH3:15])=[CH:8][C:4]=1[C:5]([OH:7])=[O:6] |f:2.3.4,6.7,8.9.10.11.12.13.14|. Procedure details: Water (80 mL) was added to the crude crystals of 2-bromo-4,5-dimethoxybenzoic acid produced in Example 1 (20.0 g) and sodium carbonate (10.1 g). The resultant mixture was stirred under heating at 80° C., and a copper sulfate solution prepared from copper sulfate pentahydrate (1.91 g), water (20 mL), and pyridine (3.1 mL) was added to the mixture. The resultant mixture was further heated and stirred at 90 to 100° C. for one hour. The mixture was cooled to 50° C., and concentrated hydrochloric aci... Starting materials: resultant solution, OC[C@H]1N=C(SC1)SC (4(R)-hydroxymethyl-2-methylthio-1,3-thiazoline), C(C)(=S)O (thioacetic acid), C1(=CC=CC=C1)P(C1=CC=CC=C1)C1=CC=CC=C1 (triphenylphosphine), CCOC(=O)/N=N/C(=O)OCC (diethylazodicarboxylate). Solvent: O1CCCC1 (tetrahydrofuran). Reaction conditions: time 1 hour. The product is CO[C@]1(N=C(SC1)SC)COC (4(R)-methoxy-methyloxymethyl-2-methylthio-1,3-thiazoline). Yield: 65.0%. Reaction SMILES: [OH:1][CH2:2][C@@H:3]1[CH2:7][S:6][C:5]([S:8][CH3:9])=[N:4]1.[C:10]([OH:13])(=S)C.[C:14]1(P(C2C=CC=CC=2)C2C=CC=CC=2)C=CC=CC=1.CCOC(/N=N/C(OCC)=O)=O>O1CCCC1>[CH3:10][O:13][C@:3]1([CH2:2][O:1][CH3:14])[CH2:7][S:6][C:5]([S:8][CH3:9])=[N:4]1. Procedure details: There were added 119 mg of 3-hydroxy-1-(1,3-thiazolin-2-yl)azetidine (6) and two molar equivalents of thioacetic acid, while cooled with ice, to 10 ml of tetrahydrofuran solution containing two molar equivalents of triphenylphosphine and two molar equivalents of diethylazodicarboxylate, and the resultant solution was stirred for one hour at the same temperature, and for further one hour at a room temperature. The solvent of the reaction liquid was evaporated in a vacuum, and the obtained residue... The reagents and catalysts are [Pd] (Pd/C). Yields the product C(C)(C)(C)OC(NC1=C(C=C(C=C1)C1=CC=C(C=C1)C)N)=O ((3-Amino-4′-methyl-biphenyl-4-yl)-carbamic acid tert.-butyl ester). Procedure details: Prepared from (4′-methyl-3-nitro-biphenyl-4-yl)-carbamic acid tert.-butyl ester (Example C4) by catalytic hydrogenation with Pd/C according to the general procedure G (method a). Obtained as a white solid (125 mg). Reactants: C(C)(C)(C)OC(NC1=C(C=C(C=C1)C1=CC=C(C=C1)C)[N+](=O)[O-])=O ((4′-Methyl-3-nitro-biphenyl-4-yl)-carbamic acid tert.-butyl ester). RXN SMILES: [C:1]([O:5][C:6](=[O:24])[NH:7][C:8]1[CH:13]=[CH:12][C:11]([C:14]2[CH:19]=[CH:18][C:17]([CH3:20])=[CH:16][CH:15]=2)=[CH:10][C:9]=1[N+:21]([O-])=O)([CH3:4])([CH3:3])[CH3:2]>[Pd]>[C:1]([O:5][C:6](=[O:24])[NH:7][C:8]1[CH:13]=[CH:12][C:11]([C:14]2[CH:15]=[CH:16][C:17]([CH3:20])=[CH:18][CH:19]=2)=[CH:10][C:9]=1[NH2:21])([CH3:4])([CH3:2])[CH3:3].